Task: describe an organic reaction: reactants, conditions, products, and yield. Dataset: the Open Reaction Database (ORD), a public repository of structured organic reaction records Starting materials: FC(OC1=CC=C(C=C1)C=1C=NC(=NC1)NC=1C=C(C=CC1)O)F (3-(5-(4-(difluoromethoxy)phenyl)pyrimidin-2-ylamino)phenol), BrCCO (2-bromoethanol), C([O-])([O-])=O.[Cs+].[Cs+] (cesium carbonate). Run in C(C)#N (acetonitrile). The product is FC(OC1=CC=C(C=C1)C=1C=NC(=NC1)NC=1C=C(OCCO)C=CC1)F (2-(3-(5-(4-(difluoromethoxy)phenyl)pyrimidin-2-ylamino)phenoxy)ethanol). As a reaction SMILES: [F:1][CH:2]([F:24])[O:3][C:4]1[CH:9]=[CH:8][C:7]([C:10]2[CH:11]=[N:12][C:13]([NH:16][C:17]3[CH:18]=[C:19]([OH:23])[CH:20]=[CH:21][CH:22]=3)=[N:14][CH:15]=2)=[CH:6][CH:5]=1.Br[CH2:26][CH2:27][OH:28].C(=O)([O-])[O-].[Cs+].[Cs+]>C(#N)C>[F:24][CH:2]([F:1])[O:3][C:4]1[CH:9]=[CH:8][C:7]([C:10]2[CH:15]=[N:14][C:13]([NH:16][C:17]3[CH:18]=[C:19]([CH:20]=[CH:21][CH:22]=3)[O:23][CH2:26][CH2:27][OH:28])=[N:12][CH:11]=2)=[CH:6][CH:5]=1 |f:2.3.4|. Procedure details: A solution of 3-(5-(4-(difluoromethoxy)phenyl)pyrimidin-2-ylamino)phenol 39 (1.2 mmol), 2-bromoethanol (1.4 mmol) and cesium carbonate (1.6 mmol) in acetonitrile (10 mL) is heated to 85° C. for 12 h then cooled to rt. The reaction is evaporated to dryness then re-dissolved in DCM. The organic mixture is washed with water and brine then dried over magnesium sulfate, filtered and reduced to dryness. Purification by silica gel chromatography with hexane:EtOAc=1:1 as eluant affords 2-(3-(5-(4-(diflu... Starting materials: O (water), [Cl-].COC=1C=C2C(=C(C(=NC2=CC1OC)C[P+](C1=CC=CC=C1)(C1=CC=CC=C1)C1=CC=CC=C1)C(=O)OCC)C1=CC(=C(C=C1)OC)OC ([6,7-Dimethoxy-4-(3,4-dimethoxyphenyl)-3-ethoxycarbonylquinolin-2-yl]methyltriphenylphosphonium chloride), [O-]CC.[Na+] (sodium ethoxide), CN1C(=NC=C1)CCC=O (3-(1-methylimidazol-2-yl)propionaldehyde). The solvent is C(C)O (ethanol). Run at time 3 hour. Product: COC=1C=C2C(=C(C(=NC2=CC1OC)\C=C\CCC=1N(C=CN1)C)C(=O)OCC)C1=CC(=C(C=C1)OC)OC (ethyl (E)-6,7-dimethoxy-4-(3,4-dimethoxyphenyl)-2-[2-[2-(1-methylimidazol-2-yl)ethyl]vinyl]quinoline-3-carboxylate). The yield is 16.0%. As a reaction SMILES: [Cl-].[CH3:2][O:3][C:4]1[CH:5]=[C:6]2[C:11](=[CH:12][C:13]=1[O:14][CH3:15])[N:10]=[C:9]([CH2:16][P+](C1C=CC=CC=1)(C1C=CC=CC=1)C1C=CC=CC=1)[C:8]([C:36]([O:38][CH2:39][CH3:40])=[O:37])=[C:7]2[C:41]1[CH:46]=[CH:45][C:44]([O:47][CH3:48])=[C:43]([O:49][CH3:50])[CH:42]=1.[O-]CC.[Na+].[CH3:55][N:56]1[CH:60]=[CH:59][N:58]=[C:57]1[CH2:61][CH2:62][CH:63]=O.O>C(O)C>[CH3:2][O:3][C:4]1[CH:5]=[C:6]2[C:11](=[CH:12][C:13]=1[O:14][CH3:15])[N:10]=[C:9](/[CH:16]=[CH:63]/[CH2:62][CH2:61][C:57]1[N:56]([CH3:55])[CH:60]=[CH:59][N:58]=1)[C:8]([C:36]([O:38][CH2:39][CH3:40])=[O:37])=[C:7]2[C:41]1[CH:46]=[CH:45][C:44]([O:47][CH3:48])=[C:43]([O:49][CH3:50])[CH:42]=1 |f:0.1,2.3|. Procedure: [6,7-Dimethoxy-4-(3,4-dimethoxyphenyl)-3-ethoxycarbonylquinolin-2-yl]methyltriphenylphosphonium chloride (3.0 g) was added at room temperature to a solution of sodium ethoxide in ethanol (prepared from Na (0.13 g) and ethanol (45 ml)). Then 3-(1-methylimidazol-2-yl)propionaldehyde (0.787 g) was added. The mixture was stirred at room temperature for 3 hours, poured into water and extracted with ethyl acetate. The ethyl acetate layer was washed with water and dried over magnesium sulfate, and the ... Reactants: FC1=C(C#N)C=CC=C1C (2-fluoro-3-methylbenzonitrile), N=1NN=CC1 (2H-1,2,3-triazole), C([O-])([O-])=O.[K+].[K+] (potassium carbonate). The solvent is O (water), CN(C)C=O (DMF). Reaction conditions: temperature 120 celsius. The product is CC=1C(=C(C#N)C=CC1)N1N=CC=N1 (3-Methyl-2-(2H-1,2,3-triazol-2-yl)benzonitrile). Yield: 27.5%. As a reaction SMILES: F[C:2]1[C:9]([CH3:10])=[CH:8][CH:7]=[CH:6][C:3]=1[C:4]#[N:5].[N:11]1[NH:12][N:13]=[CH:14][CH:15]=1.C(=O)([O-])[O-].[K+].[K+]>CN(C=O)C.O>[CH3:10][C:9]1[C:2]([N:12]2[N:13]=[CH:14][CH:15]=[N:11]2)=[C:3]([CH:6]=[CH:7][CH:8]=1)[C:4]#[N:5] |f:2.3.4|. Procedure details: To a mixture of 2-fluoro-3-methylbenzonitrile (4.0 g, 29.6 mmol) and 2H-1,2,3-triazole (2.04 g, 29.6 mmol) in DMF (80 mL) was added potassium carbonate (8.26 g, 59.2 mmol). The resulting mixture was heated to 120° C. for 2 h. The mixture was cooled, diluted with water and extracted with EtOAc. The organic layers were combined, dried over Na2SO4, filtered and concentrated. The residue was purified by FCC (SiO2, ethyl acetate/hexanes, gradient 0-50%) to yield the title compound (1.5 g, 26%). MS (E... Starting materials: CO, CCOC(C)=O, CCOC(=O)c1cnc(SC)nc1Cl, N. Product: CCOC(=O)c1cnc(SC)nc1N. As a reaction SMILES: [CH3:16][OH:17].[CH3:18][CH2:19][O:20][C:21]([CH3:22])=[O:23].[Cl:1][c:2]1[n:3][c:4]([S:13][CH3:14])[n:5][cH:6][c:7]1[C:8](=[O:9])[O:10][CH2:11][CH3:12].[NH3:15]>>[c:2]1([NH2:15])[n:3][c:4]([S:13][CH3:14])[n:5][cH:6][c:7]1[C:8](=[O:9])[O:10][CH2:11][CH3:12]. Reactants: C([O-])([O-])=O.[K+].[K+] (potassium carbonate), OC1=C(C=CC(=C1CCC(C)C)OC)C(CCC1=CC=C(C=C1)OC)=O (1-(2-hydroxy-4-methoxy-3-isopentylphenyl)-3-(4-methoxyphenyl)-1-propanone), BrCC(=O)OC (methyl α-bromoacetate). Run in CC(=O)C (acetone). Reaction conditions: time 30 minute. The product is COC1=C(C(=C(C=C1)C(CCC1=CC=C(C=C1)OC)=O)OCC(=O)OC)CCC(C)C (4-methoxy-2-methoxycarbonylmethoxy-3-isopentylphenyl -3-(4-methoxyphenyl)-1-propanone). The yield is 80.9%. Reaction SMILES: [OH:1][C:2]1[C:7]([CH2:8][CH2:9][CH:10]([CH3:12])[CH3:11])=[C:6]([O:13][CH3:14])[CH:5]=[CH:4][C:3]=1[C:15](=[O:26])[CH2:16][CH2:17][C:18]1[CH:23]=[CH:22][C:21]([O:24][CH3:25])=[CH:20][CH:19]=1.C(=O)([O-])[O-].[K+].[K+].Br[CH2:34][C:35]([O:37][CH3:38])=[O:36]>CC(C)=O>[CH3:14][O:13][C:6]1[CH:5]=[CH:4][C:3]([C:15](=[O:26])[CH2:16][CH2:17][C:18]2[CH:19]=[CH:20][C:21]([O:24][CH3:25])=[CH:22][CH:23]=2)=[C:2]([O:1][CH2:34][C:35]([O:37][CH3:38])=[O:36])[C:7]=1[CH2:8][CH2:9][CH:10]([CH3:12])[CH3:11] |f:1.2.3|. Procedure details: Then, 21.5 g of 1-(2-hydroxy-4-methoxy-3-isopentylphenyl)-3-(4-methoxyphenyl)-1-propanone was dissolved in 150 ml of anhydrous acetone, and 41.6 g of anhydrous potassium carbonate was added to the solution and the mixture was stirred for 30 minutes. Then, 18.4 g of methyl α-bromoacetate was added to the reaction mixture, and the mixture was stirred at room temperature for 5 days to effect reaction After the reaction, the reaction mixture was extracted with diethyl ether and the solvent was remov... The reactants are ClC[C@@H]1[C@H]([C@H]([C@@H](O1)N1C(=NC=2C(N)=NC=NC12)C)O)O (5′-Chloro-5′-deoxy-8-methyladenosine), steel, CN.C(C)O (methylamine ethanol). Run at temperature 90 celsius. Yields the product CNC[C@@H]1[C@H]([C@H]([C@@H](O1)N1C(=NC=2C(N)=NC=NC12)C)O)O (5′-Deoxy-5′-methylamino-8-methyladenosine). RXN SMILES: Cl[CH2:2][C@H:3]1[O:7][C@@H:6]([N:8]2[C:17]3[N:16]=[CH:15][N:14]=[C:12]([NH2:13])[C:11]=3[N:10]=[C:9]2[CH3:18])[C@H:5]([OH:19])[C@@H:4]1[OH:20].[CH3:21][NH2:22].C(O)C>>[CH3:21][NH:22][CH2:2][C@H:3]1[O:7][C@@H:6]([N:8]2[C:17]3[N:16]=[CH:15][N:14]=[C:12]([NH2:13])[C:11]=3[N:10]=[C:9]2[CH3:18])[C@H:5]([OH:19])[C@@H:4]1[OH:20] |f:1.2|. Procedure: A mixture of 3a (660 mg, 2.20 mmol) in 33% methylamine/ethanol solution (30 mL) in a steel bomb was heated for 2 days at 90° C. The reaction mixture was concentrated to dryness and purified by column chromatography (elution with 4:1:0.3 chloroform:methanol:NH4OH). The desired fractions were combined, concentrated and dried in vacuo: yield 294 mg (45%); MS m/z 295 (M+H)+; 1HNMR (DMSO-d6) δ 8.08 (bs, 1H, H-2), 7.14 (bs, 2H, 6-NH2), 5.72 (d, 1H, H-1′, J1′,2′=6.5 Hz), 5.30 (d, 1H, 2′-OH, J2′-2′OH=6....